Dataset: the Open Reaction Database (ORD), a public repository of structured organic reaction records. Task: describe an organic reaction: reactants, conditions, products, and yield Starting materials: CC(C)(C)OC(=O)N(CCCc1ccc(-c2ccc(C(=O)O)c(OC3CCCCC3)c2)cc1)CC(O)c1ccccc1, CCCS(N)(=O)=O, CN(C)C=O, CCOC(C)=O, C1CCC2=NCCCN2CC1. Yields the product CCCS(=O)(=O)NC(=O)c1ccc(-c2ccc(CCCN(CC(O)c3ccccc3)C(=O)OC(C)(C)C)cc2)cc1OC1CCCCC1. RXN SMILES: [C:1]([CH3:2])([CH3:3])([CH3:4])[O:5][C:6](=[O:7])[N:8]([CH2:9][CH2:10][CH2:11][c:12]1[cH:13][cH:14][c:15](-[c:18]2[cH:19][c:20]([O:27][CH:28]3[CH2:29][CH2:30][CH2:31][CH2:32][CH2:33]3)[c:21]([C:24](=[O:25])[OH:26])[cH:22][cH:23]2)[cH:16][cH:17]1)[CH2:34][CH:35]([c:36]1[cH:37][cH:38][cH:39][cH:40][cH:41]1)[OH:42].[CH2:43]([CH2:44][CH3:45])[S:46](=[O:47])(=[O:48])[NH2:49].[CH3:61][N:62]([CH3:63])[CH:64]=[O:65].[CH3:66][CH2:67][O:68][C:69](=[O:70])[CH3:71].[N:50]12[CH2:51][CH2:52][CH2:53][N:54]=[C:55]1[CH2:56][CH2:57][CH2:58][CH2:59][CH2:60]2>>[C:1]([CH3:2])([CH3:3])([CH3:4])[O:5][C:6](=[O:7])[N:8]([CH2:9][CH2:10][CH2:11][c:12]1[cH:13][cH:14][c:15](-[c:18]2[cH:19][c:20]([O:27][CH:28]3[CH2:29][CH2:30][CH2:31][CH2:32][CH2:33]3)[c:21]([C:24](=[O:26])[NH:49][S:46]([CH2:43][CH2:44][CH3:45])(=[O:47])=[O:48])[cH:22][cH:23]2)[cH:16][cH:17]1)[CH2:34][CH:35]([c:36]1[cH:37][cH:38][cH:39][cH:40][cH:41]1)[OH:42]. Reactants: CCOc1cccc(C(=O)CBr)c1, O=C([O-])[O-], CC(C)=O, [K+], [K+], Oc1ccccc1. Product: CCOc1cccc(C(=O)COc2ccccc2)c1. Reaction SMILES: [Br:1][CH2:2][C:3](=[O:4])[c:5]1[cH:6][c:7]([O:11][CH2:12][CH3:13])[cH:8][cH:9][cH:10]1.[C:21](=[O:22])([O-:23])[O-:24].[CH3:27][C:28](=[O:29])[CH3:30].[K+:25].[K+:26].[OH:14][c:15]1[cH:16][cH:17][cH:18][cH:19][cH:20]1>>[CH2:2]([C:3](=[O:4])[c:5]1[cH:6][c:7]([O:11][CH2:12][CH3:13])[cH:8][cH:9][cH:10]1)[O:14][c:15]1[cH:16][cH:17][cH:18][cH:19][cH:20]1.